Dataset: the Open Reaction Database (ORD), a public repository of structured organic reaction records. Task: describe an organic reaction: reactants, conditions, products, and yield Reactants: C(#N)C1=CC(=C(C=C1)C=1C=NN(C1O)C1=NC=C(C(=O)O)C=C1)C (6-(4-(4-cyano-2-methylphenyl)-5-hydroxy-1H-pyrazol-1-yl)nicotinic acid), C(C)N1C(CNCC1)(C)C (1-ethyl,2,2-dimethylpiperazine). Yields the product C(C)N1C(CN(CC1)C(=O)C=1C=CC(=NC1)N1N=CC(=C1O)C1=C(C=C(C#N)C=C1)C)(C)C (4-(1-(5-(4-ethyl-3,3-dimethylpiperazine-1-carbonyl)pyridin-2-yl)-5-hydroxy-1H-pyrazol-4-yl)-3-methylbenzonitrile). Reaction SMILES: [C:1]([C:3]1[CH:8]=[CH:7][C:6]([C:9]2[CH:10]=[N:11][N:12]([C:15]3[CH:23]=[CH:22][C:18]([C:19]([OH:21])=O)=[CH:17][N:16]=3)[C:13]=2[OH:14])=[C:5]([CH3:24])[CH:4]=1)#[N:2].[CH2:25]([N:27]1[CH2:32][CH2:31][NH:30][CH2:29][C:28]1([CH3:34])[CH3:33])[CH3:26]>>[CH2:25]([N:27]1[CH2:32][CH2:31][N:30]([C:19]([C:18]2[CH:22]=[CH:23][C:15]([N:12]3[C:13]([OH:14])=[C:9]([C:6]4[CH:7]=[CH:8][C:3]([C:1]#[N:2])=[CH:4][C:5]=4[CH3:24])[CH:10]=[N:11]3)=[N:16][CH:17]=2)=[O:21])[CH2:29][C:28]1([CH3:34])[CH3:33])[CH3:26]. Procedure: The title compound was prepared in a manner similar to Example 112 using 6-(4-(4-cyano-2-methylphenyl)-5-hydroxy-1H-pyrazol-1-yl)nicotinic acid and 1-ethyl,2,2-dimethylpiperazine. 1H NMR (400 MHz, ACETONITRILE-d3) δ ppm 0.79-1.20 (m, 9H) 2.36-2.48 (m, 5H) 2.59 (d, J=6.06 Hz, 2H) 3.15 (br. s., 1H) 3.44 (br. s., 2H) 3.69 (br. s., 1H) 7.53-7.59 (m, 1H) 7.60-7.63 (m, 1H) 7.63-7.66 (m, 1H) 7.75 (s, 1H) 8.01 (br. s., 2H) 8.42 (br. s., 1H); ESI-MS m/z [M+H]+ 445.3. Product: N#CC=C1CCc2cc(Br)c3c(c21)CCO3. Reactants: O=C1CCc2cc(Br)c3c(c21)CCO3, CCOP(=O)(CC#N)OCC, [H-], [Na+], C1CCOC1, O. As a reaction SMILES: [Br:19][c:20]1[cH:21][c:22]2[c:26]([c:27]3[c:28]1[O:29][CH2:30][CH2:31]3)[C:25](=[O:32])[CH2:24][CH2:23]2.[C:8](#[N:9])[CH2:10][P:11](=[O:12])([O:13][CH2:14][CH3:15])[O:16][CH2:17][CH3:18].[H-:1].[Na+:2].[O:3]1[CH2:4][CH2:5][CH2:6][CH2:7]1.[OH2:33]>>[C:8](#[N:9])[CH:10]=[C:25]1[CH2:24][CH2:23][c:22]2[cH:21][c:20]([Br:19])[c:28]3[c:27]([c:26]21)[CH2:31][CH2:30][O:29]3. Reactants: BrC1=C(C(=CC=2OC3=C(C21)C=CC=C3)Br)N (1,3-dibromodibenzo[b,d]furan-2-amine), CC1(OB(OC1(C)C)C(=C)C)C (4,4,5,5-tetramethyl-2-(prop-1-en-2-yl)-1,3,2-dioxaborolane), C1(CCCCC1)P(C1=C(C=CC=C1)C1=C(C=CC=C1OC)OC)C1CCCCC1 (dicyclohexyl(2′,6′-dimethoxybiphenyl-2-yl)phosphine), C(C1=CC=CC=C1)=O (benzaldehyde), O.P(=O)([O-])([O-])[O-].[K+].[K+].[K+] (potassium phosphate monohydrate). Reagents/catalysts: C=1C=CC(=CC1)/C=C/C(=O)/C=C/C2=CC=CC=C2.C=1C=CC(=CC1)/C=C/C(=O)/C=C/C2=CC=CC=C2.C=1C=CC(=CC1)/C=C/C(=O)/C=C/C2=CC=CC=C2.[Pd].[Pd] (Pd2(dba)3). Run in O (water), C1(=CC=CC=C1)C (toluene). Conditions: time 1 hour. Yields the product C=C(C)C1=C(C(=CC=2OC3=C(C21)C=CC=C3)C(=C)C)N (1,3-di(prop-1-en-2-yl)dibenzo[b,d]furan-2-amine). RXN SMILES: Br[C:2]1[C:10]2[C:9]3[CH:11]=[CH:12][CH:13]=[CH:14][C:8]=3[O:7][C:6]=2[CH:5]=[C:4](Br)[C:3]=1[NH2:16].[CH3:17][C:18]1(C)[C:22](C)(C)OB(C(C)=C)O1.[CH:29]1(P(C2CCCCC2)C2C=CC=CC=2C2C(OC)=CC=CC=2OC)[CH2:34]CCC[CH2:30]1.C(=O)C1C=CC=CC=1.O.P([O-])([O-])([O-])=O.[K+].[K+].[K+]>C1C=CC(/C=C/C(/C=C/C2C=CC=CC=2)=O)=CC=1.C1C=CC(/C=C/C(/C=C/C2C=CC=CC=2)=O)=CC=1.C1C=CC(/C=C/C(/C=C/C2C=CC=CC=2)=O)=CC=1.[Pd].[Pd].O.C1(C)C=CC=CC=1>[CH2:17]=[C:18]([C:2]1[C:10]2[C:9]3[CH:11]=[CH:12][CH:13]=[CH:14][C:8]=3[O:7][C:6]=2[CH:5]=[C:4]([C:29]([CH3:34])=[CH2:30])[C:3]=1[NH2:16])[CH3:22] |f:4.5.6.7.8,9.10.11.12.13|. Procedure details: In a 3-neck, 500 mL round-bottom flask, 1,3-dibromodibenzo[b,d]furan-2-amine (19.24 g, 56.4 mmol), 4,4,5,5-tetramethyl-2-(prop-1-en-2-yl)-1,3,2-dioxaborolane (30 g, 179 mmol), dicyclohexyl(2′,6′-dimethoxybiphenyl-2-yl)phosphine (1.85 g, 4.51 mmol), benzaldehyde (5.7 mL, 56.4 mmol), potassium phosphate monohydrate (52 g, 226 mmol), toluene (400 mL), and water (40 mL) were mixed. Nitrogen was bubbled directly into the mixture for 15 minutes, then Pd2(dba)3 (1.03 g, 1.13 mmol) was added. The reacti...